Dataset: the Open Reaction Database (ORD), a public repository of structured organic reaction records. Task: describe an organic reaction: reactants, conditions, products, and yield Reactants: CC(=O)[O-], CCOC(=O)C(C)C(C)=O, CO, CCO, Nc1ccc(Cl)c(F)c1, Cl, [K+], O=N[O-], [Na+], O. The product is CCOC(=O)C(C)=NNc1ccc(Cl)c(F)c1. RXN SMILES: [CH3:16][C:17](=[O:18])[O-:19].[CH3:20][CH:21]([C:22](=[O:23])[O:24][CH2:25][CH3:26])[C:27]([CH3:28])=[O:29].[CH3:31][OH:32].[CH3:33][CH2:34][OH:35].[Cl:5][c:6]1[c:7]([F:13])[cH:8][c:9]([NH2:10])[cH:11][cH:12]1.[ClH:14].[K+:15].[N:1]([O-:2])=[O:3].[Na+:4].[OH2:30]>>[N:1]([NH:10][c:9]1[cH:8][c:7]([F:13])[c:6]([Cl:5])[cH:12][cH:11]1)=[C:21]([CH3:20])[C:22](=[O:23])[O:24][CH2:25][CH3:26]. Starting materials: O1C(OCCC1)CCC(=O)C=1C(N(C2=CC(=CC=C2C1O)C1=CC=C(C(=O)OC(C)(C)C)C=C1)C)=O (tert-Butyl 4-(3-(3-(1,3-dioxan-2-yl)propanoyl)-4-hydroxy-1-methyl-2-oxo-1,2-dihydroquinolin-7-yl)benzoate), C(C)(C)(C)OC(=O)C1=CC=C(C=C1)C1=CC=C2C(=C(C(N(C2=C1)C)=O)C(=O)OC)O (Methyl 7-(4-(tert-butoxycarbonyl)phenyl)-4-hydroxy-1-methyl-2-oxo-1,2-dihydroquinoline-3-carboxylate), 2-[2-(1,3-Dioxanyl)]ethylmagnesium bromide, [H-].[Na+] (Sodium hydride). Run in C1CCOC1 (THF), C1CCOC1 (THF), CCOC(=O)C (EtOAc). Run at time 1 hour. Product: C(=O)(O)CCC(=O)C=1C(N(C2=CC(=CC=C2C1O)C1=CC=C(C(=O)O)C=C1)C)=O (4-(3-(3-Carboxypropanoyl)-4-hydroxy-1-methyl-2-oxo-1,2-dihydroquinolin-7-yl)benzoic acid). As a reaction SMILES: [O:1]1CCC[O:3][CH:2]1[CH2:7][CH2:8][C:9]([C:11]1[C:12](=[O:36])[N:13]([CH3:35])[C:14]2[C:19]([C:20]=1[OH:21])=[CH:18][CH:17]=[C:16]([C:22]1[CH:34]=[CH:33][C:25]([C:26]([O:28]C(C)(C)C)=[O:27])=[CH:24][CH:23]=1)[CH:15]=2)=[O:10].C(OC(C1C=CC(C2C=C3C(C(O)=C(C(OC)=O)C(=O)N3C)=CC=2)=CC=1)=O)(C)(C)C.[H-].[Na+]>C1COCC1.CCOC(C)=O>[C:2]([CH2:7][CH2:8][C:9]([C:11]1[C:12](=[O:36])[N:13]([CH3:35])[C:14]2[C:19]([C:20]=1[OH:21])=[CH:18][CH:17]=[C:16]([C:22]1[CH:23]=[CH:24][C:25]([C:26]([OH:28])=[O:27])=[CH:33][CH:34]=1)[CH:15]=2)=[O:10])([OH:3])=[O:1] |f:2.3|. Reported procedure: tert-Butyl 4-(3-(3-(1,3-dioxan-2-yl)propanoyl)-4-hydroxy-1-methyl-2-oxo-1,2-dihydroquinolin-7-yl)benzoate. Methyl 7-(4-(tert-butoxycarbonyl)phenyl)-4-hydroxy-1-methyl-2-oxo-1,2-dihydroquinoline-3-carboxylate (452 mg, 1104 μmol) was dissolved in THF (11 mL). Sodium hydride (60% in oil, 442 mg, 11040 μmol) was then added, and the resulting mixture was stirred at room temperature for 1 hour. 2-[2-(1,3-Dioxanyl)]ethylmagnesium bromide in THF (2208 μL, 1104 μmol) was then added dropwise, and the reac... Product: CCOC(=O)CN(C(=O)OCC)c1cc(Cl)c(Oc2ccc(OC)c(C(=O)c3ccc(Cl)cc3)c2)c(Cl)c1. Reaction SMILES: [CH2:1]([CH3:2])[O:3][C:4]([CH2:5][N:6]([C:7](=[O:8])[O:9][CH2:10][CH3:11])[c:12]1[cH:13][c:14]([Cl:28])[c:15]([O:19][c:20]2[cH:21][cH:22][c:23]([O:26][CH3:27])[cH:24][cH:25]2)[c:16]([Cl:18])[cH:17]1)=[O:29].[CH3:40][CH2:41][O:42][C:43](=[O:44])[CH3:45].[OH:30][C:31](=[O:32])[c:33]1[cH:34][cH:35][c:36]([Cl:37])[cH:38][cH:39]1>>[CH2:1]([CH3:2])[O:3][C:4]([CH2:5][N:6]([C:7](=[O:8])[O:9][CH2:10][CH3:11])[c:12]1[cH:13][c:14]([Cl:28])[c:15]([O:19][c:20]2[cH:21][cH:22][c:23]([O:26][CH3:27])[c:24]([C:31](=[O:30])[c:33]3[cH:34][cH:35][c:36]([Cl:37])[cH:38][cH:39]3)[cH:25]2)[c:16]([Cl:18])[cH:17]1)=[O:29]. Reactants: CCOC(=O)CN(C(=O)OCC)c1cc(Cl)c(Oc2ccc(OC)cc2)c(Cl)c1, CCOC(C)=O, O=C(O)c1ccc(Cl)cc1.